This data is from the Open Reaction Database (ORD), a public repository of structured organic reaction records. The task is: describe an organic reaction: reactants, conditions, products, and yield Reactants: C1(=CC(=CC=C1)C1=NN2C(N=C(C(=C2O)CC(=O)OC)C)=N1)C1=CC=CC=C1 (methyl 2-(2-([1,1′-biphenyl]-3-yl)-7-hydroxy-5-methyl-[1,2,4]triazolo[1,5-a]pyrimidin-6-yl)acetate), P(=O)(Cl)(Cl)Cl (phosphoryl trichloride), C(=O)(O)[O-].[Na+] (NaHCO3). The product is C1(=CC(=CC=C1)C1=NN2C(N=C(C(=C2Cl)CC(=O)OC)C)=N1)C1=CC=CC=C1 (methyl 2-(2-([1,1′-biphenyl]-3-yl)-7-chloro-5-methyl-[1,2,4]triazolo[1,5-a]pyrimidin-6-yl)acetate). Isolated yield 87.1%. As a reaction SMILES: [C:1]1([C:23]2[CH:28]=[CH:27][CH:26]=[CH:25][CH:24]=2)[CH:6]=[CH:5][CH:4]=[C:3]([C:7]2[N:22]=[C:10]3[N:11]=[C:12]([CH3:21])[C:13]([CH2:16][C:17]([O:19][CH3:20])=[O:18])=[C:14](O)[N:9]3[N:8]=2)[CH:2]=1.P(Cl)(Cl)([Cl:31])=O.C([O-])(O)=O.[Na+]>>[C:1]1([C:23]2[CH:28]=[CH:27][CH:26]=[CH:25][CH:24]=2)[CH:6]=[CH:5][CH:4]=[C:3]([C:7]2[N:22]=[C:10]3[N:11]=[C:12]([CH3:21])[C:13]([CH2:16][C:17]([O:19][CH3:20])=[O:18])=[C:14]([Cl:31])[N:9]3[N:8]=2)[CH:2]=1 |f:2.3|. Procedure details: A suspension of methyl 2-(2-([1,1′-biphenyl]-3-yl)-7-hydroxy-5-methyl-[1,2,4]triazolo[1,5-a]pyrimidin-6-yl)acetate (748 mg, 1.998 mmol) in phosphoryl trichloride (15 ml, 1.998 mmol) was heated to reflux for 16 hrs. Concentrated to remove most of phosphoryl chloride to leave an oil, which was carefully neutralized w/sat'd NaHCO3 to PH=˜7. The precipitates was filtered and washed w/water, dried in vacuo to afford methyl 2-(2-([1,1′-biphenyl]-3-yl)-7-chloro-5-methyl-[1,2,4]triazolo[1,5-a]pyrimidin-... Reactants: alkyne, C(C)OC1(CC1)C1=C(C=C(C=C1)C#C[Si](C)(C)C)C(C)(C)C ([4-(1-ethoxycyclopropyl)-3-tert-butyl-phenylethynyl]-trimethylsilane), C(C)OC1(CC1)C1=C(C=C(C=C1)C#C[Si](C)(C)C)C(C)(C)C ([4-(1-ethoxycyclopropyl)-3-tert-butyl-phenylethynyl]-trimethylsilane), C([O-])([O-])=O.[K+].[K+] (potassium carbonate). Run in CO (methanol). Run at time 8 hour. Product: C(C)OC1(CC1)C1=C(C=C(C=C1)C#C)C(C)(C)C (1-(1-Ethoxycyclopropyl)-4-ethynyl-2-tert-butylbenzene). As a reaction SMILES: [CH2:1]([O:3][C:4]1([C:7]2[CH:12]=[CH:11][C:10]([C:13]#[C:14][Si](C)(C)C)=[CH:9][C:8]=2[C:19]([CH3:22])([CH3:21])[CH3:20])[CH2:6][CH2:5]1)[CH3:2].C(=O)([O-])[O-].[K+].[K+]>CO>[CH2:1]([O:3][C:4]1([C:7]2[CH:12]=[CH:11][C:10]([C:13]#[CH:14])=[CH:9][C:8]=2[C:19]([CH3:20])([CH3:22])[CH3:21])[CH2:6][CH2:5]1)[CH3:2] |f:1.2.3|. Procedure: Using General Procedure E; [4-(1-ethoxycyclopropyl)-3-tert-butyl-phenylethynyl]-trimethylsilane (Intermediate 111, 215.0 mg, 0.69 mmol) in methanol (10 mL) was treated with potassium carbonate (80.0 mg, 0.58 mmol) and stirred overnight at ambient temperature. The crude alkyne, 169 mg, was used directly in the next reaction. Starting materials: CCO, CCOC(=O)c1ccc(N(CC2CC2)c2cc3c4c(c2)CCCC4(C)CCC3)cc1, Cl, [Na+], [OH-]. Product: CC12CCCc3cc(N(CC4CC4)c4ccc(C(=O)O)cc4)cc(c31)CCC2. As a reaction SMILES: [CH3:34][CH2:35][OH:36].[CH:1]1([CH2:4][N:5]([c:6]2[cH:7][cH:8][c:9]([C:10](=[O:11])[O:12][CH2:13][CH3:14])[cH:15][cH:16]2)[c:17]2[cH:18][c:19]3[c:29]4[c:27]([cH:28]2)[CH2:26][CH2:25][CH2:24][C:23]4([CH3:30])[CH2:22][CH2:21][CH2:20]3)[CH2:2][CH2:3]1.[ClH:33].[Na+:32].[OH-:31]>>[CH:1]1([CH2:4][N:5]([c:6]2[cH:7][cH:8][c:9]([C:10](=[O:11])[OH:12])[cH:15][cH:16]2)[c:17]2[cH:18][c:19]3[c:29]4[c:27]([cH:28]2)[CH2:26][CH2:25][CH2:24][C:23]4([CH3:30])[CH2:22][CH2:21][CH2:20]3)[CH2:2][CH2:3]1. Starting materials: S(=O)(=O)(O)O.N1=CNC2=C1CCC(C2)C(=O)O (4,5,6,7-Tetrahydrobenzimidazole-5-carboxylic acid sulfate), S(=O)(Cl)Cl (thionyl chloride), ClCCCl (1,2-dichloroethane). Conditions: temperature 30 celsius. Product: N1(CCC2=CC=CC=C12)C(=O)C1CC2=C(N=CN2)CC1 (5-[(2,3-dihydroindol-1-yl)carbonyl]-4,5,6,7-tetrahydrobenzimidazole). The yield is 82.7%. RXN SMILES: S(O)(O)(=O)=O.[N:6]1[C:10]2[CH2:11][CH2:12][CH:13]([C:15]([OH:17])=O)[CH2:14][C:9]=2[NH:8][CH:7]=1.S(Cl)(Cl)=O.Cl[CH2:23][CH2:24]Cl>>[N:6]1([C:15]([CH:13]2[CH2:12][CH2:11][C:10]3[N:6]=[CH:7][NH:8][C:9]=3[CH2:14]2)=[O:17])[C:23]2[C:24](=[CH:11][CH:12]=[CH:13][CH:14]=2)[CH2:9][CH2:10]1 |f:0.1|. Reported procedure: 4,5,6,7-Tetrahydrobenzimidazole-5-carboxylic acid sulfate (1.32 g) was refluxed in 10 ml of 1,2-dichloroethane together with 1.78 g of thionyl chloride for 30 minutes, and the excess of thionyl chloride and the solvent were removed by distillation under reduced pressure. To the residue was added ml of 1,2-dichloroethane, and 1.6 ml of indoline was added dropwise thereto at 30° C. or lower while stirring followed by stirring at room temperature for 2 hours. The reaction mixture was successively e... The reactants are C(#N)C1=C(N(C(N([C@@H]1C1=C(C=C(C=C1)C#N)S(=O)(=O)C)C(=O)OC1=CC=C(C=C1)[N+](=O)[O-])=O)C1=CC(=CC=C1)C(F)(F)F)C (4-nitrophenyl (6S)-5-cyano-6-[4-cyano-2-(methylsulfonyl)phenyl]-4-methyl-2-oxo-3-[3-(trifluoromethyl)phenyl]-3,6-dihydropyrimidine-1(2H)-carboxylate), C1(CC1)N (cyclopropylamine). Run in C(C)#N (acetonitrile). Yields the product C(#N)C1=C(N(C(N([C@@H]1C1=C(C=C(C=C1)C#N)S(=O)(=O)C)C(=O)NC1CC1)=O)C1=CC(=CC=C1)C(F)(F)F)C ((6S)-5-Cyano-6-[4-cyano-2-(methylsulfonyl)phenyl]-N-cyclopropyl-4-methyl-2-oxo-3-[3-(trifluoromethyl)phenyl]-3,6-dihydropyrimidine-1(2H)-carboxamide). Reaction SMILES: [C:1]([C:3]1[C@@H:8]([C:9]2[CH:14]=[CH:13][C:12]([C:15]#[N:16])=[CH:11][C:10]=2[S:17]([CH3:20])(=[O:19])=[O:18])[N:7]([C:21](OC2C=CC([N+]([O-])=O)=CC=2)=[O:22])[C:6](=[O:33])[N:5]([C:34]2[CH:39]=[CH:38][CH:37]=[C:36]([C:40]([F:43])([F:42])[F:41])[CH:35]=2)[C:4]=1[CH3:44])#[N:2].[CH:45]1([NH2:48])[CH2:47][CH2:46]1>C(#N)C>[C:1]([C:3]1[C@@H:8]([C:9]2[CH:14]=[CH:13][C:12]([C:15]#[N:16])=[CH:11][C:10]=2[S:17]([CH3:20])(=[O:19])=[O:18])[N:7]([C:21]([NH:48][CH:45]2[CH2:47][CH2:46]2)=[O:22])[C:6](=[O:33])[N:5]([C:34]2[CH:39]=[CH:38][CH:37]=[C:36]([C:40]([F:42])([F:43])[F:41])[CH:35]=2)[C:4]=1[CH3:44])#[N:2]. Procedure details: According to the General Procedure 1, 4-nitrophenyl (6S)-5-cyano-6-[4-cyano-2-(methylsulfonyl)phenyl]-4-methyl-2-oxo-3-[3-(trifluoromethyl)phenyl]-3,6-dihydropyrimidine-1(2H)-carboxylate (80.0 mg, 0.128 mmol; Example 6A) was reacted with cyclopropylamine (21.9 mg, 0.384 mmol) in acetonitrile (1 ml) to give the target compound (45 mg, 65% of theory). Starting materials: C(C)OC(=O)C=1C=NN2C1N=CC=C2C=2C=C(C=CC2)C(F)(F)F (7-(α,α,α-trifluoro-m-tolyl)pyrazolo[1,5-a]pyrimidine-3-carboxylic acid ethyl ester), [OH-].[Na+] (sodium hydroxide). The solvent is C(C)O (ethanol). Product: [Na+].FC(C1=CC(=CC=C1)C1=CC=NC=2N1N=CC2C(=O)[O-])(F)F (7-(α,α,α-Trifluoro-m-tolyl)pyrazolo[1,5-a]pyrimidine-3-carboxylic acid sodium salt). RXN SMILES: C([O:3][C:4]([C:6]1[CH:7]=[N:8][N:9]2[C:14]([C:15]3[CH:16]=[C:17]([C:21]([F:24])([F:23])[F:22])[CH:18]=[CH:19][CH:20]=3)=[CH:13][CH:12]=[N:11][C:10]=12)=[O:5])C.[OH-].[Na+:26]>C(O)C>[Na+:26].[F:23][C:21]([F:22])([F:24])[C:17]1[CH:18]=[CH:19][CH:20]=[C:15]([C:14]2[N:9]3[N:8]=[CH:7][C:6]([C:4]([O-:5])=[O:3])=[C:10]3[N:11]=[CH:12][CH:13]=2)[CH:16]=1 |f:1.2,4.5|. Procedure details: A mixture of 3.35 g. of 7-(α,α,α-trifluoro-m-tolyl)pyrazolo[1,5-a]pyrimidine-3-carboxylic acid ethyl ester, 20 ml. of 5 N sodium hydroxide and 75 ml. of ethanol is heated on a steam bath for 4 hours. The mixture is cooled and solid is recovered by filtration giving the desired product, m.p. 322°-325° C. (dec.).